Dataset: the Open Reaction Database (ORD), a public repository of structured organic reaction records. Task: describe an organic reaction: reactants, conditions, products, and yield Starting materials: CC(=O)OCCC1CCOC1=O, CO. Yields the product COC(=O)C1CCOCC1. Reaction SMILES: [C:1](=[O:2])([CH3:3])[O:4][CH2:5][CH2:6][CH:7]1[C:8](=[O:12])[O:9][CH2:10][CH2:11]1.[CH3:13][OH:14]>>[CH2:1]1[O:4][CH2:5][CH2:6][CH:7]([C:8]([O:9][CH3:10])=[O:12])[CH2:11]1. The reactants are BrC1=NC=CC(=C1)N (2-Bromo-pyridin-4-ylamine), [H-].[Na+] (NaH), COC(C1=CC(=C(C=C1)F)[N+](=O)[O-])=O (4-Fluoro-3-nitro-benzoic acid methyl ester). The solvent is C1CCOC1 (THF), C1CCOC1 (THF). Conditions: time 8 hour. The product is COC(C1=CC(=C(C=C1)NC1=CC(=NC=C1)Br)[N+](=O)[O-])=O (4-(2-bromo-pyridin-4-ylamino)-3-nitro-benzoic Acid Methyl Ester). The yield is 85.2%. RXN SMILES: [Br:1][C:2]1[CH:7]=[C:6]([NH2:8])[CH:5]=[CH:4][N:3]=1.[H-].[Na+].[CH3:11][O:12][C:13](=[O:24])[C:14]1[CH:19]=[CH:18][C:17](F)=[C:16]([N+:21]([O-:23])=[O:22])[CH:15]=1>C1COCC1>[CH3:11][O:12][C:13](=[O:24])[C:14]1[CH:19]=[CH:18][C:17]([NH:8][C:6]2[CH:5]=[CH:4][N:3]=[C:2]([Br:1])[CH:7]=2)=[C:16]([N+:21]([O-:23])=[O:22])[CH:15]=1 |f:1.2|. Reported procedure: 2-Bromo-pyridin-4-ylamine 2 (4.3 g; 25 mmol) and NaH 60% (1.5 g; 37 mmol) was at 0° C. stirred for 1 h in dry THF (50 ml) and then a solution of 4-Fluoro-3-nitro-benzoic acid methyl ester 1 (5 g; 25 mmol) in dry THF (50 ml) was addeddrop. The resulting cold solution was allowed to reach RT and stirred overnight for completion of the reaction. LCMS showed complete conversion to product and the reaction was quenched by addition of iPrOH and H2O. A precipitate was formed and this was filtered off, ...